Dataset: the Open Reaction Database (ORD), a public repository of structured organic reaction records. Task: describe an organic reaction: reactants, conditions, products, and yield Starting materials: C1(CC1)C=1OC=2C(N1)=C(C(=C(C2N2C[C@H](CC2)N(C)C)C2=CC(CC2)O)C)C#N (2-Cyclopropyl-7-[(3S)-3-(dimethylamino)pyrrolidin-1-yl]-6-(3-hydroxycyclopent-1-enyl)-5-methyl-1,3-benzoxazole-4-carbonitrile), Cl.C(C)O (hydrochloric acid ethanol). Solvent: C(C)O (ethanol), C(C)OCC (diethyl ether). Conditions: time 4 hour. The product is C1(C=CC=C1)C=1C(=C2C(N=C(O2)C2CC2)=C(C1C)C#N)N1C[C@H](CC1)N(C)C (6-Cyclopentadienyl-2-cyclopropyl-7-[(3S)-3-(dimethylamino)pyrrolidin-1-yl]-5-methyl-1,3-benzoxazole-4-carbonitrile). Isolated yield 78839.7%. Reaction SMILES: [CH:1]1([C:4]2[O:5][C:6]3[C:7](=[C:9]([C:28]#[N:29])[C:10]([CH3:27])=[C:11]([C:21]4[CH2:25][CH2:24][CH:23](O)[CH:22]=4)[C:12]=3[N:13]3[CH2:17][CH2:16][C@H:15]([N:18]([CH3:20])[CH3:19])[CH2:14]3)[N:8]=2)[CH2:3][CH2:2]1.Cl.C(O)C>C(O)C.C(OCC)C>[CH:21]1([C:11]2[C:12]([N:13]3[CH2:17][CH2:16][C@H:15]([N:18]([CH3:19])[CH3:20])[CH2:14]3)=[C:6]3[O:5][C:4]([CH:1]4[CH2:2][CH2:3]4)=[N:8][C:7]3=[C:9]([C:28]#[N:29])[C:10]=2[CH3:27])[CH:25]=[CH:24][CH:23]=[CH:22]1 |f:1.2|. Reported procedure: 2-Cyclopropyl-7-[(3S)-3-(dimethylamino)pyrrolidin-1-yl]-6-(3-hydroxycyclopent-1-enyl)-5-methyl-1,3-benzoxazole-4-carbonitrile (I-306) (83 mg, 0.21 mmol) was dissolved in ethanol (0.85 ml) and diethyl ether (1.7 ml), and at room temperature, 1 M hydrochloric acid/ethanol solution (222 μl, 0.22 mmol) was added. After stirring at the same temperature for 4 hours, the solvent was evaporated away under reduced pressure. Ether was added to the residue, and this was concentrated under reduced pressure.... Reactants: C(C)(=O)C1=NC=CC(=C1)Cl (2-acetyl-4-chloropyridine), C(C)(=O)C1=NC=C(C(=C1)C)C (2-acetyl-4,5-dimethylpyridine), CC=1C(=NC=CC1C)C#N (3,4-dimethylpyridine-2-carbonitrile), CC1=CC(=NC=C1C)C#N (4,5-dimethylpyridine-2-carbonitrile). The product is C(C)(=O)C1=NC=CC(=C1C)C (2-Acetyl-3,4-dimethylpyridine). As a reaction SMILES: [C:1]([C:4]1[CH:9]=[C:8]([CH3:10])[C:7](C)=[CH:6][N:5]=1)(=[O:3])[CH3:2].[CH3:12]C1C(C#N)=NC=CC=1C.CC1C(C)=CN=C(C#N)C=1.C(C1C=C(Cl)C=CN=1)(=O)C>>[C:1]([C:4]1[C:9]([CH3:12])=[C:8]([CH3:10])[CH:7]=[CH:6][N:5]=1)(=[O:3])[CH3:2]. Procedure details: The title compound was prepared along with 2-acetyl-4,5-dimethylpyridine from 3,4-dimethylpyridine-2-carbonitrile including 4,5-dimethylpyridine-2-carbonitrile in the ratio of 5.5 to 1 according to the procedure for preparing 2-acetyl-4-chloropyridine described in Example 33.